From a dataset of the Open Reaction Database (ORD), a public repository of structured organic reaction records. describe an organic reaction: reactants, conditions, products, and yield Starting materials: CC(=O)O, CCCNCCC, C=O, CCc1oc2cc(C)nn2c1-c1ccc(Cl)cc1Cl. Yields the product CCCN(CCC)Cc1c(C)nn2c(-c3ccc(Cl)cc3Cl)c(CC)oc12. Reaction SMILES: [C:29]([OH:30])(=[O:31])[CH3:32].[CH2:20]([CH2:21][CH3:22])[NH:23][CH2:24][CH2:25][CH3:26].[CH2:27]=[O:28].[Cl:1][c:2]1[c:3](-[c:9]2[n:10]3[c:11]([o:12][c:13]2[CH2:14][CH3:15])[cH:16][c:17]([CH3:19])[n:18]3)[cH:4][cH:5][c:6]([Cl:8])[cH:7]1>>[Cl:1][c:2]1[c:3](-[c:9]2[n:10]3[c:11]([o:12][c:13]2[CH2:14][CH3:15])[c:16]([CH2:27][N:23]([CH2:20][CH2:21][CH3:22])[CH2:24][CH2:25][CH3:26])[c:17]([CH3:19])[n:18]3)[cH:4][cH:5][c:6]([Cl:8])[cH:7]1. Starting materials: ClC=1N=C(C2=C(N1)C=C(S2)I)N2CCOCC2 (2-Chloro-6-iodo-4-morpholinothieno[3,2-d]pyrimidine), 3-formylbenzenelboronic acid, C(C)(=O)OCC (ethyl acetate). The reagents and catalysts are Cl[Pd]([P](C1=CC=CC=C1)(C2=CC=CC=C2)C3=CC=CC=C3)([P](C4=CC=CC=C4)(C5=CC=CC=C5)C6=CC=CC=C6)Cl (Bis(triphenylphosphine)palladium(II) dichloride). Run in C(=O)([O-])[O-].[Na+].[Na+] (Na2CO3), C(C)#N (acetonitrile). Product: ClC=1N=C(C2=C(N1)C=C(S2)C=2C=C(C=O)C=CC2)N2CCOCC2 (3-(2-chloro-4-morpholinothieno[3,2-d]pyrimidin-6-yl)benzaldehyde). Reaction SMILES: [Cl:1][C:2]1[N:3]=[C:4]([N:12]2[CH2:17][CH2:16][O:15][CH2:14][CH2:13]2)[C:5]2[S:10][C:9](I)=[CH:8][C:6]=2[N:7]=1.C([O:21][CH2:22][CH3:23])(=O)C>C([O-])([O-])=O.[Na+].[Na+].C(#N)C.Cl[Pd](Cl)([P](C1C=CC=CC=1)(C1C=CC=CC=1)C1C=CC=CC=1)[P](C1C=CC=CC=1)(C1C=CC=CC=1)C1C=CC=CC=1>[Cl:1][C:2]1[N:3]=[C:4]([N:12]2[CH2:17][CH2:16][O:15][CH2:14][CH2:13]2)[C:5]2[S:10][C:9]([C:5]3[CH:4]=[C:23]([CH:9]=[CH:8][CH:6]=3)[CH:22]=[O:21])=[CH:8][C:6]=2[N:7]=1 |f:2.3.4,^1:35,54|. Procedure: 2-Chloro-6-iodo-4-morpholinothieno[3,2-d]pyrimidine 19 (300 mg), 130 mg of 3-formylbenzenelboronic acid and 55 mg of Bis(triphenylphosphine)palladium(II) dichloride in 0.6 mL of 1M Na2CO3 and 0.6 mL of acetonitrile was heated to 100° C. in the microwave reactor for 15 min. The reaction mixture was diluted with ethyl acetate (60 mL), and then washed with H2O (40 mL). The organic layer was dried over MgSO4, filtered and evaporated. The residue was purified by ISCO CombiFlash (0-40% ethyl acetate/h... The reactants are BrC1=CC=C(S1)C(=O)OC (methyl 5-bromo-2-thiophenecarboxylate), N1=CC=C(C=C1)OB(O)O (4-pyridyl boric acid), tetrakistriphenylphosphine palladium(0), C([O-])([O-])=O.[Na+].[Na+] (sodium carbonate). The solvent is C(OC)COC (dimethoxyethane), C(C)(=O)OCC (ethyl acetate). Product: N1=CC=C(C=C1)C1=CC=C(S1)C(=O)OC (methyl 5-(4-pyridyl)-2-thiophenecarboxylate). The yield is 54.2%. Reaction SMILES: Br[C:2]1[S:6][C:5]([C:7]([O:9][CH3:10])=[O:8])=[CH:4][CH:3]=1.[N:11]1[CH:16]=[CH:15][C:14](OB(O)O)=[CH:13][CH:12]=1.C(=O)([O-])[O-].[Na+].[Na+]>C(COC)OC.C(OCC)(=O)C>[N:11]1[CH:16]=[CH:15][C:14]([C:2]2[S:6][C:5]([C:7]([O:9][CH3:10])=[O:8])=[CH:4][CH:3]=2)=[CH:13][CH:12]=1 |f:2.3.4|. Reported procedure: To a solution of methyl 5-bromo-2-thiophenecarboxylate (884 mg), 4-pyridyl boric acid (500 mg), tetrakistriphenylphosphine palladium(0) (250 mg) in dimethoxyethane (15 ml) was added 2 M sodium carbonate solution (4 ml) and the solution was heated for 15 hours under reflux. The reaction solution was diluted with ethyl acetate and the organic layer was separated, washed with water and extracted with 1 N hydrochloric acid. The extract was made alkaline with sodium hydroxide solution and extracted w... Starting materials: BrC=1C=CC(=C2CC(C(C12)=O)C)C (7-bromo-2,4-dimethylindan-1-one), [BH4-].[Na+] (NaBH4), [OH-].[K+] (KOH), CI (MeI), Cl (HCl). The solvent is C1CCOC1 (THF), CO (methanol), O (water). Run at temperature 2.5 celsius, time 5 hour. Product: BrC=1C=CC(=C2CC(C(C12)OC)C)C (7-bromo-1-methoxy-2,4-dimethylindane). Isolated yield 91.4%. RXN SMILES: [Br:1][C:2]1[CH:3]=[CH:4][C:5]([CH3:13])=[C:6]2[C:10]=1[C:9](=[O:11])[CH:8]([CH3:12])[CH2:7]2.[BH4-].[Na+].Cl.[OH-].[K+].[CH3:19]I>C1COCC1.O.CO>[Br:1][C:2]1[CH:3]=[CH:4][C:5]([CH3:13])=[C:6]2[C:10]=1[CH:9]([O:11][CH3:19])[CH:8]([CH3:12])[CH2:7]2 |f:1.2,4.5|. Reported procedure: To a mixture of 74.0 g (0.310 mol) of 7-bromo-2,4-dimethylindan-1-one and 5.86 g (0.155 mol) of NaBH4 in 310 ml of THF 155 ml of methanol was added dropwise by vigorous stirring for 5 h at 0-5° C. This mixture was stirred overnight at room temperature and then added to 1 liter of cold water. The resulting mixture was acidified by 2 M HCl to pH˜5, and then it was extracted with 3×250 ml of dichloromethane. The combined organic extract was dried over Na2SO4 and evaporated. The resulting orange oil... Starting materials: C(#N)C=1C=C(C(=O)Cl)C=CC1 (3-cyanobenzoyl chloride), C(C)(C)(C)OC(NC1=C(C=C(C(=C1)N(C)C)Cl)N)=O ((2-amino-4-chloro-5-dimethylamino-phenyl)-carbamic acid tert.-butyl ester), C(C)OC(CC(=O)C1=CC(=CC=C1)C#N)=O (3-(3-cyano-phenyl)-3-oxo-propionic acid ethyl ester). Product: C(C)(C)(C)OC(NC1=C(C=C(C(=C1)N(C)C)Cl)NC(CC(=O)C1=CC(=CC=C1)C#N)=O)=O ({4-Chloro-2-[3-(3-cyano-phenyl)-3-oxo-propionylamino]-5-dimethylamino-phenyl}-carbamic acid tert.-butyl ester), solid. As a reaction SMILES: [C:1]([O:5][C:6](=[O:19])[NH:7][C:8]1[CH:13]=[C:12]([N:14]([CH3:16])[CH3:15])[C:11]([Cl:17])=[CH:10][C:9]=1[NH2:18])([CH3:4])([CH3:3])[CH3:2].C([O:22][C:23](=O)[CH2:24][C:25]([C:27]1[CH:32]=[CH:31][CH:30]=[C:29]([C:33]#[N:34])[CH:28]=1)=[O:26])C.C(C1C=C(C=CC=1)C(Cl)=O)#N>>[C:1]([O:5][C:6](=[O:19])[NH:7][C:8]1[CH:13]=[C:12]([N:14]([CH3:16])[CH3:15])[C:11]([Cl:17])=[CH:10][C:9]=1[NH:18][C:23](=[O:22])[CH2:24][C:25]([C:27]1[CH:32]=[CH:31][CH:30]=[C:29]([C:33]#[N:34])[CH:28]=1)=[O:26])([CH3:4])([CH3:2])[CH3:3]. Procedure: The title compound was prepared from (2-amino-4-chloro-5-dimethylamino-phenyl)-carbamic acid tert.-butyl ester (Example J1) (0.5 mmol) and 3-(3-cyano-phenyl)-3-oxo-propionic acid ethyl ester [CAS-No. 62088-13-5; prepared from 3-cyanobenzoyl chloride according to general procedure K, method a] (0.55 mmol) according to the general procedure M. Obtained as a white solid (160 mg). Reactants: C(C)OC(=O)CN1C(C=NC2=CC(=CC(=C12)Cl)Cl)=O (1-ethoxycarbonylmethyl-6,8-dichloroquinoxalin-2(1H)-one), OO (H2O2), O (H2O). The solvent is C(C)(=O)O (acetic acid). Yields the product C(C)OC(=O)CN1C(C(NC2=CC(=CC(=C12)Cl)Cl)=O)=O (1-Ethoxycarbonylmethyl-6,8-dichloroquinoxaline-2,3(1H,4H)-dione). Isolated yield 48.0%. Reaction SMILES: [CH2:1]([O:3][C:4]([CH2:6][N:7]1[C:16]2[C:11](=[CH:12][C:13]([Cl:18])=[CH:14][C:15]=2[Cl:17])[N:10]=[CH:9][C:8]1=[O:19])=[O:5])[CH3:2].[OH:20]O.O>C(O)(=O)C>[CH2:1]([O:3][C:4]([CH2:6][N:7]1[C:16]2[C:11](=[CH:12][C:13]([Cl:18])=[CH:14][C:15]=2[Cl:17])[NH:10][C:9](=[O:20])[C:8]1=[O:19])=[O:5])[CH3:2]. Reported procedure: The above ester, (70 mg, 0.23 mmol) was reacted with 30% H2O2 (0.345 ml) in glacial acetic acid (0.92 ml) at 55° C. for 4.5 h. The mixture was cooled in an icebath and H2O (0.40 ml) was added. The precipitate was filtered off, washed with water and dried to give 35 mg (48%) of the title compound. 1H-NMR (DMSO-d6):δ1.23 (t, 3H), 4.20 (q, 2H), 5.02 (s, 2H), 7.21 (d, 1H), 7.42 (d, 1H), 12.3 (s, 1H). Starting materials: TEA, Cl.Cl.ClC1=CC(=CN=N1)NC(C(=O)O)(C)C (2-[(6-chloropyridazin-4-yl)amino]-2-methylpropanoic acid dihydrochloride), C=1C=CC2=C(C1)N=NN2O (HOBT), C(CCl)Cl (EDC), Cl.FC(CN)(F)F (trifluoroethyl amine hydrochloride). Run in C(Cl)Cl (DCM), C(Cl)Cl (DCM). Conditions: time 17 hour. Yields the product ClC1=CC(=CN=N1)NC(C(=O)NCC(F)(F)F)(C)C (2-[(6-chloropyridazin-4-yl)amino]-2-methyl-N-(2,2,2-trifluoroethyl) propanamide). Reaction SMILES: Cl.Cl.[Cl:3][C:4]1[N:9]=[N:8][CH:7]=[C:6]([NH:10][C:11]([CH3:16])([CH3:15])[C:12]([OH:14])=O)[CH:5]=1.C1C=CC2N(O)N=NC=2C=1.C(Cl)CCl.Cl.[F:32][C:33]([F:37])([F:36])[CH2:34][NH2:35]>C(Cl)Cl>[Cl:3][C:4]1[N:9]=[N:8][CH:7]=[C:6]([NH:10][C:11]([CH3:16])([CH3:15])[C:12]([NH:35][CH2:34][C:33]([F:37])([F:36])[F:32])=[O:14])[CH:5]=1 |f:0.1.2,5.6|. Procedure: 2-[(6-chloropyridazin-4-yl)amino]-2-methylpropanoic acid dihydrochloride I-21b (1.23 g, 4.26 mmol), HOBT (0.979 g, 6.39 mmol), EDC (1.226 g, 6.39 mmol), and trifluoroethyl amine hydrochloride (0.866 g, 6.39 mmol) were added to DCM (20.0 ml) followed by the addition of TEA (29.7 ml, 213 mmol). The reaction was allowed to stir at room temperature for 17 hrs. The reaction was then diluted with DCM, washed with saturated sodium bicarbonate, brine, dried with sodium sulfate and concentrated in vacuo ...